This data is from the Open Reaction Database (ORD), a public repository of structured organic reaction records. The task is: describe an organic reaction: reactants, conditions, products, and yield RXN SMILES: [Br:21][c:22]1[cH:23][n:24][c:25]2[n:26]1[n:27][cH:28][c:29]([C:31]([F:32])([F:33])[F:34])[n:30]2.[C:35](=[O:36])([O-:37])[O-:38].[CH3:1][C:2]1([CH3:3])[CH2:4][O:5][B:6]([c:8]2[cH:9][c:10](-[c:14]3[n:15][n:16]([CH3:19])[n:17][cH:18]3)[cH:11][cH:12][cH:13]2)[O:7][CH2:20]1.[CH3:41][O:42][CH2:43][CH2:44][O:45][CH3:46].[Na+:39].[Na+:40].[cH:47]1[cH:48][cH:49][c:50]([P:51]([Pd:52]([P:53]([c:54]2[cH:55][cH:56][cH:57][cH:58][cH:59]2)([c:60]2[cH:61][cH:62][cH:63][cH:64][cH:65]2)[c:66]2[cH:67][cH:68][cH:69][cH:70][cH:71]2)([P:72]([c:73]2[cH:74][cH:75][cH:76][cH:77][cH:78]2)([c:79]2[cH:80][cH:81][cH:82][cH:83][cH:84]2)[c:85]2[cH:86][cH:87][cH:88][cH:89][cH:90]2)[P:91]([c:92]2[cH:93][cH:94][cH:95][cH:96][cH:97]2)([c:98]2[cH:99][cH:100][cH:101][cH:102][cH:103]2)[c:104]2[cH:105][cH:106][cH:107][cH:108][cH:109]2)([c:110]2[cH:111][cH:112][cH:113][cH:114][cH:115]2)[c:116]2[cH:117][cH:118][cH:119][cH:120][cH:121]2)[cH:122][cH:123]1>>[c:8]1(-[c:22]2[cH:23][n:24][c:25]3[n:26]2[n:27][cH:28][c:29]([C:31]([F:32])([F:33])[F:34])[n:30]3)[cH:9][c:10](-[c:14]2[n:15][n:16]([CH3:19])[n:17][cH:18]2)[cH:11][cH:12][cH:13]1. Yields the product Cn1ncc(-c2cccc(-c3cnc4nc(C(F)(F)F)cnn34)c2)n1. Reactants: FC(F)(F)c1cnn2c(Br)cnc2n1, O=C([O-])[O-], Cn1ncc(-c2cccc(B3OCC(C)(C)CO3)c2)n1, COCCOC, [Na+], [Na+], c1ccc(P(c2ccccc2)(c2ccccc2)[Pd](P(c2ccccc2)(c2ccccc2)c2ccccc2)(P(c2ccccc2)(c2ccccc2)c2ccccc2)P(c2ccccc2)(c2ccccc2)c2ccccc2)cc1.